Task: describe an organic reaction: reactants, conditions, products, and yield. Dataset: the Open Reaction Database (ORD), a public repository of structured organic reaction records Reaction SMILES: [ClH:1].[OH:2][NH:3][C:4]([C:6]1[CH:14]=[CH:13][CH:12]=[C:11]2[C:7]=1[CH2:8][CH2:9][C:10]2=[N:15]O)=[NH:5].N[N:18]1[CH:22]=[C:21]([C:23]2[CH:28]=[CH:27][CH:26]=[C:25]([O:29][CH3:30])[CH:24]=2)[N:20]=[C:19]1[NH2:31]>C(O)(C)C>[ClH:1].[ClH:1].[OH:2][NH:3][C:4]([C:6]1[CH:14]=[CH:13][CH:12]=[C:11]2[C:7]=1[CH2:8][CH2:9][C:10]2=[N:15][N:18]1[CH:22]=[C:21]([C:23]2[CH:28]=[CH:27][CH:26]=[C:25]([O:29][CH3:30])[CH:24]=2)[N:20]=[C:19]1[NH2:31])=[NH:5] |f:4.5.6|. Starting materials: ONC(=N)C1=C2CCC(C2=CC=C1)=NO (4-(N-hydroxyamidino)-2,3-dihydro-1H-inden-1-one oxime), NN1C(=NC(=C1)C1=CC(=CC=C1)OC)N (1,2-diamino-4-(3-methoxyphenyl)-imidazole), Cl (hydrochloric acid). The solvent is C(C)(C)O (isopropanol). Conditions: temperature 80 celsius, time 18 hour. Procedure details: 6.0 ml of 32% hydrochloric acid (Merck, Darmstadt, Germany; p.a.) are added, with stirring, to a mixture of 4.1 g (0.02 mol) of 4-(N-hydroxyamidino)-2,3-dihydro-1H-inden-1-one oxime, 4.08 g (0.02 mol) of 1,2-diamino-4-(3-methoxyphenyl)-imidazole and 100 ml of isopropanol, and the reaction mixture is stirred at 80° C. for 18 hours. The reaction mixture is filtered while hot and the filtration product is washed with isopropanol and dried. In that manner there is obtained the title compound, m.p. 2... The product is Cl.Cl.ONC(=N)C1=C2CCC(C2=CC=C1)=NN1C(=NC(=C1)C1=CC(=CC=C1)OC)N (1-[4-(N-Hydroxvamidino)-2,3-dihydro-1H-inden-1 -ylideneamino]-2-amino-4-(3-methoxyphenyl)-imidazole dihydrochloride).